Dataset: the Open Reaction Database (ORD), a public repository of structured organic reaction records. Task: describe an organic reaction: reactants, conditions, products, and yield RXN SMILES: [CH3:1][N:2]([CH3:17])[S:3]([CH2:6][CH2:7][C:8]1[CH:9]=[C:10]2[C:14](=[CH:15][CH:16]=1)[NH:13][CH:12]=[CH:11]2)(=[O:5])=[O:4].[Cl-].C[CH:20]=[N+:21]=[CH:22]C.[CH3:24]COCC>C(#N)C>[CH3:20][N:21]([CH2:22][C:11]1[C:10]2[C:14](=[CH:15][CH:16]=[C:8]([CH2:7][CH2:6][S:3]([N:2]([CH3:1])[CH3:17])(=[O:5])=[O:4])[CH:9]=2)[NH:13][CH:12]=1)[CH3:24] |f:1.2|. Run in C(C)#N (acetonitrile). Conditions: time 3 hour. Procedure details: A solution of the product of Stage (ii) (0.8 g) in acetonitrile (40 ml) containing N,N-dimethylmethyleneammonium chloride (0.6 g) was stirred at room temperature for 3 h. The resulting solution was partitioned between sodium carbonate (2N, 50 ml) and ethyl acetate (2×50 ml). The organic extracts were dried (Na2SO4) and evaporated in vacuo to give a solid. Trituration with ether gave the title compound as a solid (0.9 g) m.p. 156°-159°. Yields the product CN(C)CC1=CNC2=CC=C(C=C12)CCS(=O)(=O)N(C)C (3-[(Dimethylamino)methyl]-N,N-dimethyl-1H-indole-5-ethanesulphonamide). Starting materials: CCOCC (ether), CN(S(=O)(=O)CCC=1C=C2C=CNC2=CC1)C (N,N-Dimethyl-1H-indole-5-ethanesulphonamide), [Cl-].CC=[N+]=CC (N,N-dimethylmethyleneammonium chloride). The reactants are BrC=1C=C2C=C(C(=NC2=CC1)Cl)C#N (6-bromo-2-chloro-3-cyano-quinoline), C[O-].[Na+] (sodium methoxide). The solvent is CO (methanol). The product is BrC=1C=C2C=C(C(=NC2=CC1)OC)C#N (6-bromo-3-cyano-2-methoxyquinoline). RXN SMILES: [Br:1][C:2]1[CH:3]=[C:4]2[C:9](=[CH:10][CH:11]=1)[N:8]=[C:7](Cl)[C:6]([C:13]#[N:14])=[CH:5]2.[CH3:15][O-:16].[Na+]>CO>[Br:1][C:2]1[CH:3]=[C:4]2[C:9](=[CH:10][CH:11]=1)[N:8]=[C:7]([O:16][CH3:15])[C:6]([C:13]#[N:14])=[CH:5]2 |f:1.2|. Reported procedure: A solution of 6-bromo-2-chloro-3-cyano-quinoline (1.2 g) in methanol (30 cm3) was heated under reflux for 16 hours with sodium methoxide [made from sodium (0.116 g) and methanol (20 cm3)]. The mixture was cooled to 0° and the solid filtered to afford 6-bromo-3-cyano-2-methoxyquinoline, m.p. 172°-174°, (0.60 g). Reactants: CON(C(C1=CC=C(C=C1)OCC1=NC2=CC=CC=C2C=C1)=O)C (N-Methoxy-N-methyl-4-(quinolin-2-ylmethoxy)-benzamide), FC1=C(C(=O)O)C=CC(=C1)OCC1=NC2=CC=CC=C2C=C1 (2-Fluoro-4-(quinolin-2-ylmethoxy)-benzoic acid). Yields the product FC1=C(C(=O)N(C)OC)C=CC(=C1)OCC1=NC2=CC=CC=C2C=C1 (2-Fluoro-n-methoxy-N-methyl-4-(quinolin-2-ylmethoxy)-benzamide). Reaction SMILES: [CH3:1][O:2][N:3]([CH3:24])[C:4](=[O:23])[C:5]1[CH:10]=[CH:9][C:8]([O:11][CH2:12][C:13]2[CH:22]=[CH:21][C:20]3[C:15](=[CH:16][CH:17]=[CH:18][CH:19]=3)[N:14]=2)=[CH:7][CH:6]=1.[F:25]C1C=C(OCC2C=CC3C(=CC=CC=3)N=2)C=CC=1C(O)=O>>[F:25][C:10]1[CH:9]=[C:8]([O:11][CH2:12][C:13]2[CH:22]=[CH:21][C:20]3[C:15](=[CH:16][CH:17]=[CH:18][CH:19]=3)[N:14]=2)[CH:7]=[CH:6][C:5]=1[C:4]([N:3]([O:2][CH3:1])[CH3:24])=[O:23]. Reported procedure: Following the procedure for the preparation of N-Methoxy-N-methyl-4-(quinolin-2-ylmethoxy)-benzamide but substituting 2-Fluoro-4-(quinolin-2-ylmethoxy)-benzoic acid provided the title compound. MS: (M+H m/z =341.2). Starting materials: CCOC(=O)C(C)NCc1c(Cl)cccc1[N+](=O)[O-], CCO, [H][H]. Yields the product CCOC(=O)C(C)NCc1c(N)cccc1Cl. Reaction SMILES: [CH2:1]([CH3:2])[O:3][C:4]([CH:5]([NH:6][CH2:7][c:8]1[c:9]([Cl:17])[cH:10][cH:11][cH:12][c:13]1[N+:14]([O-:15])=[O:16])[CH3:18])=[O:19].[CH3:22][CH2:23][OH:24].[H:20][H:21]>>[CH2:1]([CH3:2])[O:3][C:4]([CH:5]([NH:6][CH2:7][c:8]1[c:9]([Cl:17])[cH:10][cH:11][cH:12][c:13]1[NH2:14])[CH3:18])=[O:19]. Reactants: CCO, COC(=O)c1ccc(Cn2cc(C3OC(CO)C(O)C(O)C3O)c3cccc(Cl)c32)cc1, Cl, [Na+], [OH-]. Product: O=C(O)c1ccc(Cn2cc(C3OC(CO)C(O)C(O)C3O)c3cccc(Cl)c32)cc1. RXN SMILES: [CH3:36][CH2:37][OH:38].[Cl:1][c:2]1[cH:3][cH:4][cH:5][c:6]2[c:7]([CH:22]3[CH:23]([OH:24])[CH:25]([OH:26])[CH:27]([OH:28])[CH:29]([CH2:31][OH:32])[O:30]3)[cH:8][n:9]([CH2:11][c:12]3[cH:13][cH:14][c:15]([C:18](=[O:19])[O:20][CH3:21])[cH:16][cH:17]3)[c:10]12.[ClH:35].[Na+:34].[OH-:33]>>[Cl:1][c:2]1[cH:3][cH:4][cH:5][c:6]2[c:7]([CH:22]3[CH:23]([OH:24])[CH:25]([OH:26])[CH:27]([OH:28])[CH:29]([CH2:31][OH:32])[O:30]3)[cH:8][n:9]([CH2:11][c:12]3[cH:13][cH:14][c:15]([C:18](=[O:19])[OH:20])[cH:16][cH:17]3)[c:10]12.